From a dataset of the Open Reaction Database (ORD), a public repository of structured organic reaction records. describe an organic reaction: reactants, conditions, products, and yield Starting materials: FC(C(=O)O)(F)F (Trifluoroacetic acid), OC1=C(C(=O)NC2=C(C(=O)OC(C)(C)C)C=CC(=C2)C2=CC=CC=C2)C=C(C=C1)C1N(CCCC1)C (tert-butyl 2-(2-hydroxy-5-(1-methylpiperidin-2-yl)benzamido)-4-phenylbenzoate). Reaction conditions: time 1 hour. The product is OC1=C(C(=O)NC2=C(C(=O)O)C=CC(=C2)C2=CC=CC=C2)C=C(C=C1)C1N(CCCC1)C (2-(2-hydroxy-5-(1-methylpiperidin-2-yl)benzamido)-4-phenylbenzoic acid). The yield is 96.1%. Reaction SMILES: FC(F)(F)C(O)=O.[OH:8][C:9]1[CH:36]=[CH:35][C:34]([CH:37]2[CH2:42][CH2:41][CH2:40][CH2:39][N:38]2[CH3:43])=[CH:33][C:10]=1[C:11]([NH:13][C:14]1[CH:26]=[C:25]([C:27]2[CH:32]=[CH:31][CH:30]=[CH:29][CH:28]=2)[CH:24]=[CH:23][C:15]=1[C:16]([O:18]C(C)(C)C)=[O:17])=[O:12]>>[OH:8][C:9]1[CH:36]=[CH:35][C:34]([CH:37]2[CH2:42][CH2:41][CH2:40][CH2:39][N:38]2[CH3:43])=[CH:33][C:10]=1[C:11]([NH:13][C:14]1[CH:26]=[C:25]([C:27]2[CH:28]=[CH:29][CH:30]=[CH:31][CH:32]=2)[CH:24]=[CH:23][C:15]=1[C:16]([OH:18])=[O:17])=[O:12]. Procedure details: Trifluoroacetic acid (2.0 mL) was added to the obtained tert-butyl 2-(2-hydroxy-5-(1-methylpiperidin-2-yl)benzamido)-4-phenylbenzoate (0.040 g), followed by stirring at room temperature for 1 hour. The solvent was evaporated under reduced pressure, and methanol and water were added to the residue. After adjusting the pH to 6.0 with a saturated aqueous solution of sodium bicarbonate, the solid substance was collected from the reaction mixture by filtration to obtain 0.034 g of 2-(2-hydroxy-5-(1-m... The reactants are C(CCC)(=O)C(C(=O)OCC)=CNC1=C(C=CC=C1)COC(C1=CC=CC=C1)=O (ethyl 2-butyryl-3-(2-(benzoyloxymethyl)phenylamino)acrylate). Run in C1(=CC=CC=C1)OC1=CC=CC=C1 (Diphenyl ether). Yields the product C(CCC)(=O)C1=CNC2=C(C=CC=C2C1=O)COC(C1=CC=CC=C1)=O (3-butyryl-8-(benzoyloxymethyl)-4(1H)-quinolone). Isolated yield 46.0%. Reaction SMILES: [C:1]([C:6](=[CH:12][NH:13][C:14]1[CH:19]=[CH:18][CH:17]=[CH:16][C:15]=1[CH2:20][O:21][C:22](=[O:29])[C:23]1[CH:28]=[CH:27][CH:26]=[CH:25][CH:24]=1)[C:7]([O:9]CC)=O)(=[O:5])[CH2:2][CH2:3][CH3:4]>C1(OC2C=CC=CC=2)C=CC=CC=1>[C:1]([C:6]1[C:7](=[O:9])[C:19]2[C:14](=[C:15]([CH2:20][O:21][C:22](=[O:29])[C:23]3[CH:24]=[CH:25][CH:26]=[CH:27][CH:28]=3)[CH:16]=[CH:17][CH:18]=2)[NH:13][CH:12]=1)(=[O:5])[CH2:2][CH2:3][CH3:4]. Reported procedure: Diphenyl ether (500 ml) was heated to boiling, ethyl 2-butyryl-3-(2-(benzoyloxymethyl)phenylamino)acrylate (60.5 g, 0.15 mol) added, and heating continued at reflux for 25 minutes. Most of the diphenyl ether was removed by vacuum distillation. Chromatography (silica gel, 0%-3% methanol in dichloromethane) and recrystallization from methanol gave 3-butyryl-8-(benzoyloxymethyl)-4(1H)-quinolone (24.1 g, 45%), m.p. 115°-117°.